From a dataset of the Open Reaction Database (ORD), a public repository of structured organic reaction records. describe an organic reaction: reactants, conditions, products, and yield Starting materials: N-Aryl-benzenesulfonamides, NC1=C(C=C(C=C1)Cl)C(=O)C1=CC=CC=C1 ((2-amino-5-chloro-phenyl)-phenyl-methanone), FC(OC1=CC=C(C=C1)S(=O)(=O)Cl)(F)F (4-Trifluoromethoxy-benzenesulfonyl chloride). The product is C(C1=CC=CC=C1)(=O)C1=C(C=CC(=C1)Cl)NS(=O)(=O)C1=CC=C(C=C1)OC(F)(F)F (N-(2-Benzoyl-4-chloro-phenyl)-4-trifluoromethoxy-benzenesulfonamide). RXN SMILES: [NH2:1][C:2]1[CH:7]=[CH:6][C:5]([Cl:8])=[CH:4][C:3]=1[C:9]([C:11]1[CH:16]=[CH:15][CH:14]=[CH:13][CH:12]=1)=[O:10].[F:17][C:18]([F:31])([F:30])[O:19][C:20]1[CH:25]=[CH:24][C:23]([S:26](Cl)(=[O:28])=[O:27])=[CH:22][CH:21]=1>>[C:9]([C:3]1[CH:4]=[C:5]([Cl:8])[CH:6]=[CH:7][C:2]=1[NH:1][S:26]([C:23]1[CH:22]=[CH:21][C:20]([O:19][C:18]([F:17])([F:30])[F:31])=[CH:25][CH:24]=1)(=[O:28])=[O:27])(=[O:10])[C:11]1[CH:12]=[CH:13][CH:14]=[CH:15][CH:16]=1. Reported procedure: The title compound was prepared according to the general procedure for the synthesis of N-Aryl-benzenesulfonamides previously described using (2-amino-5-chloro-phenyl)-phenyl-methanone and 4-Trifluoromethoxy-benzenesulfonyl chloride. 1H NMR (CDCl3): δ 7.06 (d, J=8.0 Hz, 2H), 7.36 (m, 3H), 7.40-7.44 (m, 2H), 7.49 & 7.62 (dd, J=8.8 Hz, 2.0 Hz, 1H), 7.58-7.62 (m, 1H), 7.70 (d, J=8.8 Hz, 2H), 7.70 (d, J=8.8 Hz, 1H), 9.81 (s, 1H). MS: m/z 456.0 (M++1).